Dataset: the Open Reaction Database (ORD), a public repository of structured organic reaction records. Task: describe an organic reaction: reactants, conditions, products, and yield Starting materials: OC1=CC=C(C=C1)C1=NC=C(C=N1)CCCCCC (2-p-hydroxyphenyl-5-n-hexylpyrimidine), C(CC)[C@@H]1CC[C@H](CC1)CBr (trans-4-n-propyl-1-bromomethylcyclohexane), C([O-])([O-])=O.[K+].[K+] (potassium carbonate). Solvent: CN(C=O)C (dimethylformamide). The product is C(CC)[C@@H]1CC[C@H](CC1)COC1=CC=C(C=C1)C1=NC=C(C=N1)CCCCCC (4-(5-n-hexylpyrimidin-2-yl)-phenyl trans-4-n-propylcyclohexylmethyl ether). RXN SMILES: [OH:1][C:2]1[CH:7]=[CH:6][C:5]([C:8]2[N:13]=[CH:12][C:11]([CH2:14][CH2:15][CH2:16][CH2:17][CH2:18][CH3:19])=[CH:10][N:9]=2)=[CH:4][CH:3]=1.[CH2:20]([C@H:23]1[CH2:28][CH2:27][C@H:26]([CH2:29]Br)[CH2:25][CH2:24]1)[CH2:21][CH3:22].C(=O)([O-])[O-].[K+].[K+]>CN(C)C=O>[CH2:20]([C@H:23]1[CH2:28][CH2:27][C@H:26]([CH2:29][O:1][C:2]2[CH:3]=[CH:4][C:5]([C:8]3[N:9]=[CH:10][C:11]([CH2:14][CH2:15][CH2:16][CH2:17][CH2:18][CH3:19])=[CH:12][N:13]=3)=[CH:6][CH:7]=2)[CH2:25][CH2:24]1)[CH2:21][CH3:22] |f:2.3.4|. Procedure details: A mixture of 11 g of a 2-p-hydroxyphenyl-5-n-hexylpyrimidine, 7.8 g of trans-4-n-propyl-1-bromomethylcyclohexane, 8.6 g of potassium carbonate and 50 ml of dimethylformamide is warmed at 90° for 10 hours. Customary working up gives 4-(5-n-hexylpyrimidin-2-yl)-phenyl trans-4-n-propylcyclohexylmethyl ether. The reactants are C(C)(C)(C)OC(=O)N[C@H](C(=O)O)C(C)(C)C ((2S)-2-tert-butoxycarbonylamino-3,3-dimethylbutanoic acid), C(CCl)Cl (EDC), C=1C=CC2=C(C1)N=NN2O (HOBT), NC=1C=NC=CC1 (3-aminopyridine). Solvent: CN(C)C=O (DMF). Conditions: temperature 25 celsius, time 0.5 hour. Product: N1=CC(=CC=C1)NC([C@H](C(C)(C)C)NC(=O)OC(C)(C)C)=O ((2S)-2-tert-butoxycarbonylamino-3,3-dimethylbutanoic acid 3-pyridylamide). Isolated yield 40.1%. RXN SMILES: [C:1]([O:5][C:6]([NH:8][C@@H:9]([C:13]([CH3:16])([CH3:15])[CH3:14])[C:10]([OH:12])=O)=[O:7])([CH3:4])([CH3:3])[CH3:2].C(Cl)CCl.[CH:21]1[CH:22]=C[C:24]2[N:29](O)N=[N:27][C:25]=2[CH:26]=1.NC1C=NC=CC=1>CN(C=O)C>[N:29]1[CH:22]=[CH:21][CH:26]=[C:25]([NH:27][C:10](=[O:12])[C@@H:9]([NH:8][C:6]([O:5][C:1]([CH3:2])([CH3:3])[CH3:4])=[O:7])[C:13]([CH3:16])([CH3:15])[CH3:14])[CH:24]=1. Procedure details: To a solution of (2S)-2-tert-butoxycarbonylamino-3,3-dimethylbutanoic acid (3 g, 12.99 mmol) in DMF (25 mL) is added EDC (2.73 g, 14.29 mmol) and HOBT (1.93 g, 14.29 mmol). The resulting solution is stirred at 25° C. for 0.5 h and 3-aminopyridine (1.83 g, 19.48 mmol) is; added and the reaction is heated to 50° C. for 18 h. The mixture is concentrated, diluted with EtOAc (50 mL), and washed with saturated aqueous sodium bicarbonate. The organic layer is dried over anhydrous magnesium sulfate and ...